describe an organic reaction: reactants, conditions, products, and yield From a dataset of the Open Reaction Database (ORD), a public repository of structured organic reaction records. Procedure details: In a 1.0-liter egg plant-type flaks, ethyl iodide (6.91 mL, 86 mmol) was added to a DMF (150 mL) solution of the previously-obtained methyl 4-bromo-3-hydroxy-5-methoxybenzoate and potassium carbonate (11.9 g, 86 mmol), and stirred overnight at room temperature. Water was added to the reaction solution, the formed precipitate was taken out through filtration and dried under reduced pressure to obtain the title compound as a colorless solid. The product is BrC1=C(C=C(C(=O)OC)C=C1OC)OCC (Methyl 4-bromo-3-ethoxy-5-methoxybenzoate). Reaction SMILES: [CH2:1](I)[CH3:2].CN(C=O)C.[Br:9][C:10]1[C:19]([O:20][CH3:21])=[CH:18][C:13]([C:14]([O:16][CH3:17])=[O:15])=[CH:12][C:11]=1[OH:22].C(=O)([O-])[O-].[K+].[K+]>O>[Br:9][C:10]1[C:19]([O:20][CH3:21])=[CH:18][C:13]([C:14]([O:16][CH3:17])=[O:15])=[CH:12][C:11]=1[O:22][CH2:1][CH3:2] |f:3.4.5|. Solvent: O (Water). Starting materials: C(C)I (ethyl iodide), CN(C)C=O (DMF), BrC1=C(C=C(C(=O)OC)C=C1OC)O (methyl 4-bromo-3-hydroxy-5-methoxybenzoate), C([O-])([O-])=O.[K+].[K+] (potassium carbonate). Conditions: time 8 hour. The reactants are BrC=1C2=C(SC1CCN(C)C)C=CC=C2 ([2-(3-bromo-benzo[b]thiophen-2-yl)-ethyl]-dimethyl-amine), CN(C)CCN(C)C (TMEDA), N1=C(C=CC=C1)C=O (pyridine-2-carbaldehyde), [Li]CCCC (nBuLi). Solvent: C1(=CC=CC=C1)C (toluene). Run at temperature -78 celsius, time 40 minute. Product: CN(CCC1=C(C2=C(S1)C=CC=C2)C(O)C2=NC=CC=C2)C ([2-(2-dimethylamino-ethyl)-benzo[b]thiophen-3-yl]-pyridin-2-yl-methanol). Isolated yield 82.4%. Reaction SMILES: Br[C:2]1[C:3]2[CH:15]=[CH:14][CH:13]=[CH:12][C:4]=2[S:5][C:6]=1[CH2:7][CH2:8][N:9]([CH3:11])[CH3:10].CN(CCN(C)C)C.[Li]CCCC.[N:29]1[CH:34]=[CH:33][CH:32]=[CH:31][C:30]=1[CH:35]=[O:36]>C1(C)C=CC=CC=1>[CH3:10][N:9]([CH3:11])[CH2:8][CH2:7][C:6]1[S:5][C:4]2[CH:12]=[CH:13][CH:14]=[CH:15][C:3]=2[C:2]=1[CH:35]([C:30]1[CH:31]=[CH:32][CH:33]=[CH:34][N:29]=1)[OH:36]. Reported procedure: To a cooled (−78° C.) solution of [2-(3-bromo-benzo[b]thiophen-2-yl)-ethyl]-dimethyl-amine (800 mg, 2.8 mmol) in anhydrous toluene (30 mL), TMEDA (420 uL, 2.8 mmol) was added followed by nBuLi (2.1 mL, 2.6 mmol, 1.6M in hexanes). The mixture was stirred for 40 min at −78° C. and pyridine-2-carbaldehyde (800 uL, 8.4 mmol) was added. The mixture was stirred for 6 hrs during which the temperature reached 0° C., quenched with sat NH4Cl/NaHCO3 and extracted with EtOAc (3×). The combined organic layer...